Task: describe an organic reaction: reactants, conditions, products, and yield. Dataset: the Open Reaction Database (ORD), a public repository of structured organic reaction records Run in CO (methanol). Starting materials: FC1=CC=C(CC(C(=O)OCC)C(O)C2=CC=C(C=C2)F)C=C1 (ethyl (2RS,3RS)-2-(4-fluorobenzyl)-3-(4-fluorophenyl)-3-hydroxypropionate), [OH-].[Na+] (sodium hydroxide), Cl (hydrochloric acid). Conditions: time 3 hour. Product: FC1=CC=C(C=C1)C(C(C(=O)O)CC1=CC=C(C=C1)F)O ((2RS,3RS)-3-(4-fluorophenyl)-2-(4-fluorobenzyl)-3-hydroxypropionic acid). Isolated yield 94.3%. Reaction SMILES: [F:1][C:2]1[CH:23]=[CH:22][C:5]([CH2:6][CH:7]([CH:13]([C:15]2[CH:20]=[CH:19][C:18]([F:21])=[CH:17][CH:16]=2)[OH:14])[C:8]([O:10]CC)=[O:9])=[CH:4][CH:3]=1.[OH-].[Na+].Cl>CO>[F:21][C:18]1[CH:19]=[CH:20][C:15]([CH:13]([OH:14])[CH:7]([CH2:6][C:5]2[CH:4]=[CH:3][C:2]([F:1])=[CH:23][CH:22]=2)[C:8]([OH:10])=[O:9])=[CH:16][CH:17]=1 |f:1.2|. Procedure details: To a solution of ethyl (2RS,3RS)-2-(4-fluorobenzyl)-3-(4-fluorophenyl)-3-hydroxypropionate (16.5 g, 51.5 mmol) in methanol (50 ml) was added 2N aqueous sodium hydroxide solution (51.5 ml, 0.103 mol) and the mixture was stirred at room temperature for 3 hrs. The reaction solution was acidified with 1N hydrochloric acid (130 ml) and extracted with ethyl acetate (200, 100 ml). The extract was washed with water, dried over anhydrous magnesium sulfate and evaporated under reduced pressure. The residu... The reactants are [Br-], CC(C)(C)OC(=O)c1ccccc1-c1ccc(CBr)cc1, CC(C)(CC(=O)NC1CCc2ccccc2NC1=O)NC(=O)OCc1ccccc1, CN(C)C=O, [H-], [Na+]. Product: CC(C)(CC(=O)NC1CCc2ccccc2N(Cc2ccc(-c3ccccc3C(=O)OC(C)(C)C)cc2)C1=O)NC(=O)OCc1ccccc1. Reaction SMILES: [Br-:54].[Br:33][CH2:34][c:35]1[cH:36][cH:37][c:38](-[c:41]2[c:42]([C:47](=[O:48])[O:49][C:50]([CH3:51])([CH3:52])[CH3:53])[cH:43][cH:44][cH:45][cH:46]2)[cH:39][cH:40]1.[CH2:1]([c:2]1[cH:3][cH:4][cH:5][cH:6][cH:7]1)[O:8][C:9](=[O:10])[NH:11][C:12]([CH2:13][C:14](=[O:15])[NH:16][CH:17]1[C:18](=[O:28])[NH:19][c:20]2[c:21]([cH:24][cH:25][cH:26][cH:27]2)[CH2:22][CH2:23]1)([CH3:29])[CH3:30].[CH3:55][N:56]([CH3:57])[CH:58]=[O:59].[H-:31].[Na+:32]>>[CH2:1]([c:2]1[cH:3][cH:4][cH:5][cH:6][cH:7]1)[O:8][C:9](=[O:10])[NH:11][C:12]([CH2:13][C:14](=[O:15])[NH:16][CH:17]1[C:18](=[O:28])[N:19]([CH2:34][c:35]2[cH:36][cH:37][c:38](-[c:41]3[c:42]([C:47](=[O:48])[O:49][C:50]([CH3:51])([CH3:52])[CH3:53])[cH:43][cH:44][cH:45][cH:46]3)[cH:39][cH:40]2)[c:20]2[c:21]([cH:24][cH:25][cH:26][cH:27]2)[CH2:22][CH2:23]1)([CH3:29])[CH3:30]. Reactants: SCCCCCCO (6-Mercapto-1-hexanol), [H-].[Na+] (NaH), ClC1=NC(=NC=C1)S(=O)(=O)C (4-Chloro-2-(methylsulfonyl)pyrimidine). Solvent: C(=O)=O (dry ice), C1CCOC1 (THF). Conditions: time 10 minute. Product: ClC1=NC(=NC=C1)SCCCCCCO (6-(4-Chloropyrimidin-2-ylthio)hexan-1-ol). As a reaction SMILES: [SH:1][CH2:2][CH2:3][CH2:4][CH2:5][CH2:6][CH2:7][OH:8].[H-].[Na+].[Cl:11][C:12]1[CH:17]=[CH:16][N:15]=[C:14](S(C)(=O)=O)[N:13]=1>C1COCC1.C(=O)=O>[Cl:11][C:12]1[CH:17]=[CH:16][N:15]=[C:14]([S:1][CH2:2][CH2:3][CH2:4][CH2:5][CH2:6][CH2:7][OH:8])[N:13]=1 |f:1.2|. Reported procedure: 6-Mercapto-1-hexanol (1.4 mL, 10.2 mmol) was added to a suspension of NaH (60% in mineral oil, 0.42 g, 10.5 mmol) in THF (20 mL) and stirred at room temperature for 10 min then cooled down to −78° C. in dry ice bath. A suspension of the product Example 46a (1.74 g, 9.03 mmol) was added to the above mixture and stirred at −78° C. for 2.5 hours. The reaction was quenched with water (20 mL) and extracted with Et2O (100 mL). The extract was washed with water (2×100 mL) and brine (100 mL), dried over... The reactants are OC1(C(=C(C2=CC(=CC=C12)OCCC)C1=C(C=C(C=C1)OC)OCCOCC1=CC=CC=C1)C(=O)OC)C1=CC2=C(C=C1)OCO2 (methyl (1SR)-1-hydroxy-3-[2-(2-benzyloxyeth-1-yloxy)-4-methoxyphenyl]-1-(3,4-methylenedioxy phenyl)-5-propoxyindene-2-carboxylate), C(C)O (ethanol). Solvent: C(C)OC(C)=O (ethylacetate). Conditions: time 48 hour. The product is OCCOC1=C(C=CC(=C1)OC)[C@H]1[C@@H]([C@H](C2=CC=C(C=C12)OCCC)C1=CC2=C(C=C1)OCO2)C(=O)O ((+) (1S, 2R, 3S)-3-[2-(2-Hydroxyeth-1-yloxy)-4-methoxyphenyl]-1-(3,4-methylenedioxyphenyl)-5-propoxyindane-2-carboxylic acid). Isolated yield 83.3%. As a reaction SMILES: O[C:2]1([C:38]2[CH:43]=[CH:42][C:41]3[O:44][CH2:45][O:46][C:40]=3[CH:39]=2)[C:10]2[C:5](=[CH:6][C:7]([O:11][CH2:12][CH2:13][CH3:14])=[CH:8][CH:9]=2)[C:4]([C:15]2[CH:20]=[CH:19][C:18]([O:21][CH3:22])=[CH:17][C:16]=2[O:23][CH2:24][CH2:25][O:26]CC2C=CC=CC=2)=[C:3]1[C:34]([O:36]C)=[O:35].C(O)C>C(OC(=O)C)C>[OH:26][CH2:25][CH2:24][O:23][C:16]1[CH:17]=[C:18]([O:21][CH3:22])[CH:19]=[CH:20][C:15]=1[C@@H:4]1[C:5]2[C:10](=[CH:9][CH:8]=[C:7]([O:11][CH2:12][CH2:13][CH3:14])[CH:6]=2)[C@H:2]([C:38]2[CH:43]=[CH:42][C:41]3[O:44][CH2:45][O:46][C:40]=3[CH:39]=2)[C@H:3]1[C:34]([OH:36])=[O:35]. Reported procedure: A mixture of methyl (1SR)-1-hydroxy-3-[2-(2-benzyloxyeth-1-yloxy)-4-methoxyphenyl]-1-(3,4-methylenedioxy phenyl)-5-propoxyindene-2-carboxylate (88 g, 0.141 moles) 10% palladium on carbon (21 g), 0.65 L of absolute ethanol and 0.65 L of ethylacetate was hydrogenated at 50 psi, 55° C. for 48 hrs. The catalyst was filtered off, and the filtrate concentrated in vacuo to give an amorphous glass. Crystallization from 35OmL of absolute ethanol gave 59.5 g (81%) of white solid; m.p. 165-168° C. The reactants are CC(C)(C)OC(=O)N(Cc1ccc2c(c1)OCCO2)C1CCNCC1, CC(=O)O[BH-](OC(C)=O)OC(C)=O, O=C([O-])O, O=CCn1c(=O)cc(OCc2ccccc2)c2ccccc21, CC(=O)O, ClCCl, [Na+], [Na+]. Yields the product CC(C)(C)OC(=O)N(Cc1ccc2c(c1)OCCO2)C1CCN(CCn2c(=O)cc(OCc3ccccc3)c3ccccc32)CC1. RXN SMILES: [C:23]([CH3:24])([CH3:25])([CH3:26])[O:27][C:28]([N:29]([CH:30]1[CH2:31][CH2:32][NH:33][CH2:34][CH2:35]1)[CH2:36][c:37]1[cH:38][c:39]2[c:40]([cH:45][cH:46]1)[O:41][CH2:42][CH2:43][O:44]2)=[O:47].[C:48]([O:49][BH-:50]([O:51][C:52](=[O:53])[CH3:54])[O:55][C:56](=[O:57])[CH3:58])(=[O:59])[CH3:60].[C:62](=[O:63])([O-:64])[OH:65].[CH2:1]([c:2]1[cH:3][cH:4][cH:5][cH:6][cH:7]1)[O:8][c:9]1[cH:10][c:11](=[O:22])[n:12]([CH2:19][CH:20]=[O:21])[c:13]2[cH:14][cH:15][cH:16][cH:17][c:18]12.[CH3:67][C:68](=[O:69])[OH:70].[Cl:71][CH2:72][Cl:73].[Na+:61].[Na+:66]>>[CH2:1]([c:2]1[cH:3][cH:4][cH:5][cH:6][cH:7]1)[O:8][c:9]1[cH:10][c:11](=[O:22])[n:12]([CH2:19][CH2:20][N:33]2[CH2:32][CH2:31][CH:30]([N:29]([C:28]([O:27][C:23]([CH3:24])([CH3:25])[CH3:26])=[O:47])[CH2:36][c:37]3[cH:38][c:39]4[c:40]([cH:45][cH:46]3)[O:41][CH2:42][CH2:43][O:44]4)[CH2:35][CH2:34]2)[c:13]2[cH:14][cH:15][cH:16][cH:17][c:18]12. The reactants are COC(=O)C1=CC2=C(CC(O2)(C)C)C(=C1)O (4-hydroxy-2,2-dimethyl-2,3-dihydrobenzofuran-6-carboxylic acid methyl ester), BrCC(C)C (1-bromo-2-methylpropane), C([O-])([O-])=O.[Cs+].[Cs+] (cesium carbonate). The solvent is CN(C)C=O (DMF). Conditions: temperature 85 celsius, time 2 hour. The product is COC(=O)C1=CC2=C(CC(O2)(C)C)C(=C1)OCC(C)C (4-Isobutoxy-2,2-dimethyl-2,3-dihydro-benzofuran-6-carbo-xylic acid methyl ester). Isolated yield 92.5%. RXN SMILES: [CH3:1][O:2][C:3]([C:5]1[CH:15]=[C:14]([OH:16])[C:8]2[CH2:9][C:10]([CH3:13])([CH3:12])[O:11][C:7]=2[CH:6]=1)=[O:4].Br[CH2:18][CH:19]([CH3:21])[CH3:20].C(=O)([O-])[O-].[Cs+].[Cs+]>CN(C=O)C>[CH3:1][O:2][C:3]([C:5]1[CH:15]=[C:14]([O:16][CH2:18][CH:19]([CH3:21])[CH3:20])[C:8]2[CH2:9][C:10]([CH3:13])([CH3:12])[O:11][C:7]=2[CH:6]=1)=[O:4] |f:2.3.4|. Reported procedure: To a solution of 4-hydroxy-2,2-dimethyl-2,3-dihydrobenzofuran-6-carboxylic acid methyl ester (3e) (167 mg, 0.75 mmol) in DMF (3 mL) was added 1-bromo-2-methylpropane (0.090 mL, 0.83 mmol) and cesium carbonate (520 mg, 1.6 mmol). The reaction mixture was stirred at 85° C. for 2 hr and cooled to room temperature. The mixture was quenched with H2O (10 mL), extracted with EtOAc (2×10 mL), dried over MgSO4 and concentrated. The residue was purified by flash column chromatography eluting with 5% EtOAc...